From a dataset of the Open Reaction Database (ORD), a public repository of structured organic reaction records. describe an organic reaction: reactants, conditions, products, and yield Starting materials: NCCCCN (1,4-diaminobutane), C(C1=CC=CC=C1)OCCCCCCC(C(=O)OCC)C(=O)OCC (Diethyl 2-(benzyloxyhexyl)malonate). Reaction conditions: temperature 90 celsius. Product: NCCCCNC(C(C(=O)NCCCCN)CCCCCCOCC1=CC=CC=C1)=O (N,N′-bis(Aminobutyl)-2-(benzyloxyhexyl)malonamide). RXN SMILES: [NH2:1][CH2:2][CH2:3][CH2:4][CH2:5][NH2:6].[CH2:7]([O:14][CH2:15][CH2:16][CH2:17][CH2:18][CH2:19][CH2:20][CH:21]([C:27]([O:29]CC)=O)[C:22]([O:24]CC)=O)[C:8]1[CH:13]=[CH:12][CH:11]=[CH:10][CH:9]=1>>[NH2:1][CH2:2][CH2:3][CH2:4][CH2:5][NH:6][C:27](=[O:29])[CH:21]([CH2:20][CH2:19][CH2:18][CH2:17][CH2:16][CH2:15][O:14][CH2:7][C:8]1[CH:9]=[CH:10][CH:11]=[CH:12][CH:13]=1)[C:22]([NH:1][CH2:2][CH2:3][CH2:4][CH2:5][NH2:6])=[O:24]. Procedure: To a large excess of 1,4-diaminobutane (85 g, 0.964 mol) at 90° C. under argon was slowly added (over 2 hours) B2 (10.50 g, 0.030 mol). The solution was heated at 90° C. overnight and the excess diamine distilled off under reduced pressure (0.1 mbar, 28° C.) to quantitatively yield the title compound as a pale yellow low melting point solid: C24H42N4O3 requires 434. Found DCl: M+ +1 435. I.R. 1664 cm−1 (CO2). δH (CDCl3) 1.15-1.40 (10H, br m, (CH2)3CH2CH, NH2), 1.40-1.60 (10H, br m, (CH2)2CH2NH2,... Starting materials: ClC1=CC(=NC(=C1)C(F)(F)F)C1=CC(=CC=C1)Cl (4-chloro-2-(3-chlorophenyl)-6-(trifluoromethyl)pyridine), NC1=CC=C(CCCO)C=C1 (4-aminophenpropyl alcohol), C=1C=CC(=CC1)P(C=2C=CC=CC2)C3=CC=C4C=CC=CC4=C3C5=C6C=CC=CC6=CC=C5P(C=7C=CC=CC7)C=8C=CC=CC8 (rac-BINAP), C([O-])([O-])=O.[Cs+].[Cs+] (cesium carbonate). The reagents and catalysts are C(C)(=O)[O-].[Pd+2].C(C)(=O)[O-] (palladium acetate). Run in O1CCOCC1 (dioxane), O (water), C(C)(=O)OCC (ethyl acetate). Run at temperature 120 celsius. Product: ClC=1C=C(C=CC1)C1=NC(=CC(=C1)NC1=CC=C(C=C1)CCCO)C(F)(F)F (3-(4-((2-(3-Chlorophenyl)-6-(trifluoromethyl)pyridin-4-yl)amino)phenyl)propan-1-ol). Isolated yield 14.4%. Reaction SMILES: Cl[C:2]1[CH:7]=[C:6]([C:8]([F:11])([F:10])[F:9])[N:5]=[C:4]([C:12]2[CH:17]=[CH:16][CH:15]=[C:14]([Cl:18])[CH:13]=2)[CH:3]=1.[NH2:19][C:20]1[CH:29]=[CH:28][C:23]([CH2:24][CH2:25][CH2:26][OH:27])=[CH:22][CH:21]=1.C1C=CC(P(C2C(C3C(P(C4C=CC=CC=4)C4C=CC=CC=4)=CC=C4C=3C=CC=C4)=C3C(C=CC=C3)=CC=2)C2C=CC=CC=2)=CC=1.C(=O)([O-])[O-].[Cs+].[Cs+]>O1CCOCC1.O.C(OCC)(=O)C.C([O-])(=O)C.[Pd+2].C([O-])(=O)C>[Cl:18][C:14]1[CH:13]=[C:12]([C:4]2[CH:3]=[C:2]([NH:19][C:20]3[CH:21]=[CH:22][C:23]([CH2:24][CH2:25][CH2:26][OH:27])=[CH:28][CH:29]=3)[CH:7]=[C:6]([C:8]([F:11])([F:10])[F:9])[N:5]=2)[CH:17]=[CH:16][CH:15]=1 |f:3.4.5,9.10.11|. Procedure: A 10-mL microwave vial was charged with 4-chloro-2-(3-chlorophenyl)-6-(trifluoromethyl)pyridine (0.120 g, 0.41 mmol), 4-aminophenpropyl alcohol (0.093 g, 0.61 mmol), palladium acetate (0.005 g, 0.021 mmol), rac-BINAP (0.019 g, 0.031 mmol) and cesium carbonate (0.335 g, 1.02 mmol) in dioxane (5 mL) under argon. The reaction mixture was heated to 120° C. under microwave irradiation for 4 h. After this time, the reaction mixture was cooled and diluted with water (5 mL) and ethyl acetate (100 mL). T... Yield: 94.0%. RXN SMILES: [CH3:1][S:2][C:3]1[CH:8]=[CH:7][C:6]([N+:9]([O-:11])=[O:10])=[CH:5][N:4]=1.I([O-])(=O)(=O)=[O:13].[Na+].[OH2:18]>CC#N.[Ru](Cl)(Cl)Cl>[CH3:1][S:2]([C:3]1[CH:8]=[CH:7][C:6]([N+:9]([O-:11])=[O:10])=[CH:5][N:4]=1)(=[O:13])=[O:18] |f:1.2|. Reported procedure: A solution of 620 mg (3.64 mmol) of 2-methylsulfanyl-5-nitropyridine in 33 mL of MeCN and 9 mL of water was added 2.34 g (10.9 mmol) of sodium periodate followed by the addition of 15 mg (0.07 mmol) of ruthenium (III) chloride and the reaction was stirred at room temperature for 16 hours. The solids were filtered and the filtrate was diluted with 50 mL of water, extracted with 150 mL of ethyl acetate, dried over magnesium sulfate, filtered, and concentrated in vacuo. The grey solid was purified ... The solvent is CC#N (MeCN). Reactants: CSC1=NC=C(C=C1)[N+](=O)[O-] (2-methylsulfanyl-5-nitropyridine), I(=O)(=O)(=O)[O-].[Na+] (sodium periodate), O (water). The reagents and catalysts are [Ru](Cl)(Cl)Cl (ruthenium (III) chloride). Run at time 16 hour. Yields the product CS(=O)(=O)C1=NC=C(C=C1)[N+](=O)[O-] (2-methanesulfonyl-5-nitropyridine). The reactants are Cl.ClC=1C=C(C=CC1Cl)C1CNCC2=CC(=C(C=C12)OC)O (rac.-4-(3,4-dichlorophenyl)-1,2,3,4-tetrahydro-6-methoxy-7-isoquinolinol hydrochloride), C=O (formaldehyde). The reagents and catalysts are [Ni] (Raney nickel). Run in CO (methanol). Yields the product Cl.ClC=1C=C(C=CC1Cl)C1CN(CC2=CC(=C(C=C12)OC)O)C (rac.-4-(3,4-dichlorophenyl)-1,2,3,4-tetrahydro-6-methoxy-2-methyl-7-isoquinolinol hydrochloride). Reaction SMILES: Cl.[Cl:2][C:3]1[CH:4]=[C:5]([CH:10]2[C:19]3[C:14](=[CH:15][C:16]([OH:22])=[C:17]([O:20][CH3:21])[CH:18]=3)[CH2:13][NH:12][CH2:11]2)[CH:6]=[CH:7][C:8]=1[Cl:9].[CH2:23]=O>[Ni].CO>[ClH:2].[Cl:2][C:3]1[CH:4]=[C:5]([CH:10]2[C:19]3[C:14](=[CH:15][C:16]([OH:22])=[C:17]([O:20][CH3:21])[CH:18]=3)[CH2:13][N:12]([CH3:23])[CH2:11]2)[CH:6]=[CH:7][C:8]=1[Cl:9] |f:0.1,5.6|. Procedure details: The free base prepared from 3.7 g. of rac.-4-(3,4-dichlorophenyl)-1,2,3,4-tetrahydro-6-methoxy-7-isoquinolinol hydrochloride is treated with 100 ml. of methanol and 5 ml. of 35% formaldehyde solution and, after standing at room temperature for 2 hours, hydrogenated with 5 g. of Raney nickel. After filtration, evaporation and acidification with ethanolic hydrogen chloride, a crystallized product is obtained. Recrystallization from methanol-ether gives rac.-4-(3,4-dichlorophenyl)-1,2,3,4-tetrahydr... The reactants are FC=1C=C(C=2C=NN(C2C1)C(C)C)C(=O)OC (methyl 6-fluoro-1-(1-methylethyl)-1H-indazole-4-carboxylate), [OH-].[Na+] (NaOH). Product: FC=1C=C(C=2C=NN(C2C1)C(C)C)C(=O)O (6-fluoro-1-(1-methylethyl)-1H-indazole-4-carboxylic acid). Reaction SMILES: [F:1][C:2]1[CH:3]=[C:4]([C:14]([O:16]C)=[O:15])[C:5]2[CH:6]=[N:7][N:8]([CH:11]([CH3:13])[CH3:12])[C:9]=2[CH:10]=1.[OH-].[Na+]>>[F:1][C:2]1[CH:3]=[C:4]([C:14]([OH:16])=[O:15])[C:5]2[CH:6]=[N:7][N:8]([CH:11]([CH3:12])[CH3:13])[C:9]=2[CH:10]=1 |f:1.2|. Reported procedure: The title compound was prepared in the same manner as described for example 1 (step b) from methyl 6-fluoro-1-(1-methylethyl)-1H-indazole-4-carboxylate (0.31 g, 1.312 mmol) and NaOH (1.750 mL, 5.25 mmol) The product was collected as a yellow solid (0.27 g, 89%); 1H NMR (400 MHz, DMSO-d6) δ ppm 1.48 (d, J=6.57 Hz, 6H), 5.03 (quin, J=6.63 Hz, 1H), 7.57 (dd, J=9.60, 2.27 Hz, 1H), 7.97 (dd, J=9.35, 1.26 Hz, 1H), 8.40 (s, 1H), 13.51 (br. s., 1H) Yield: 24.8%. Reactants: CC(C)(C)OC(=O)N[C@H](CC1=CNC2=CC=CC=C21)C(=O)O (Boc-D-TRP-OH), C([O-])([O-])=O.[Cs+].[Cs+] (cesium carbonate), C(C)(=O)[O-].[NH4+] (Ammonium acetate), BrC(C(C)=O)C (3-bromo-2-butanone). As a reaction SMILES: [CH3:1][C:2]([O:5][C:6]([NH:8][C@@H:9]([C:20]([OH:22])=O)[CH2:10][C:11]1[C:19]2[C:14](=[CH:15][CH:16]=[CH:17][CH:18]=2)[NH:13][CH:12]=1)=[O:7])([CH3:4])[CH3:3].C(=O)([O-])[O-].[Cs+].[Cs+].Br[CH:30]([CH3:34])[C:31](=O)[CH3:32].C([O-])(=O)C.[NH4+:39]>C(O)C.CN(C)C=O.C1(C)C(C)=CC=CC=1.C(OCC)(=O)C.O>[CH3:32][C:31]1[N:39]=[C:20]([C@H:9]([NH:8][C:6](=[O:7])[O:5][C:2]([CH3:1])([CH3:3])[CH3:4])[CH2:10][C:11]2[C:19]3[C:14](=[CH:15][CH:16]=[CH:17][CH:18]=3)[NH:13][CH:12]=2)[O:22][C:30]=1[CH3:34] |f:1.2.3,5.6|. Solvent: C(C)O (ethanol), C(C)(=O)OCC (ethyl acetate), O (water), C(C)(=O)OCC (ethyl acetate), C=1(C(=CC=CC1)C)C (xylene), CN(C=O)C (dimethylformamide). Procedure details: To a solution of Boc-D-TRP-OH (15 g, 34 mmol) in absolute ethanol (80 ml) was added cesium carbonate (5.5 g, 17 mmol). The mixture was stirred for about one hour at about 20° C. and concentrated under reduced pressure to afford a white powder which was dissolved in dimethylformamide (100 ml) and treated with 3-bromo-2-butanone (3.56 ml, 34 mmol). After stirring for about two hours at about 20° C. the solvent was removed under reduced pressure to afford a suspension which was treated with ethyl a... Reaction conditions: temperature 20 celsius, time 1 hour. Product: CC=1N=C(OC1C)[C@@H](CC1=CNC2=CC=CC=C12)NC(OC(C)(C)C)=O (Tert-butyl (1R)-1-(4,5-Dimethyl-1,3-oxazol-2-yl)-2-(1H-indol-3-yl)ethylcarbamate). Starting materials: ClCCl, COc1c(C#N)ccc2oc(CO)c(C)c12, BrP(Br)Br, c1ccncc1. Yields the product COc1c(C#N)ccc2oc(CBr)c(C)c12. Reaction SMILES: [Cl:27][CH2:28][Cl:29].[OH:1][CH2:2][c:3]1[o:4][c:5]2[c:6]([c:7]1[CH3:8])[c:9]([O:15][CH3:16])[c:10]([C:13]#[N:14])[cH:11][cH:12]2.[P:17]([Br:18])([Br:19])[Br:20].[cH:21]1[cH:22][cH:23][n:24][cH:25][cH:26]1>>[CH2:2]([c:3]1[o:4][c:5]2[c:6]([c:7]1[CH3:8])[c:9]([O:15][CH3:16])[c:10]([C:13]#[N:14])[cH:11][cH:12]2)[Br:18].